This data is from the Open Reaction Database (ORD), a public repository of structured organic reaction records. The task is: describe an organic reaction: reactants, conditions, products, and yield The reactants are ClC=1C(=C(NC2=NC=NC3=CC(=C(C=C23)OC[C@H]2N(CCC2)C(CCl)=O)OC)C=CC1)F (4-(3-chloro-2-fluoroanilino)-7-methoxy-6-{[(2S)-1-(chloroacetyl)pyrrolidin-2-yl]methoxy}quinazoline), N1CCOCC1 (morpholine), [I-].[K+] (potassium iodide). The product is ClC=1C(=C(NC2=NC=NC3=CC(=C(C=C23)OC[C@H]2N(CCC2)C(CN2CCOCC2)=O)OC)C=CC1)F (4-(3-Chloro-2-fluoroanilino)-7-methoxy-6-{[(2S)-1-(morpholinoacetyl)pyrrolidin-2-yl]methoxy}quinazoline). The yield is 44.0%. As a reaction SMILES: [Cl:1][C:2]1[C:3]([F:32])=[C:4]([CH:29]=[CH:30][CH:31]=1)[NH:5][C:6]1[C:15]2[C:10](=[CH:11][C:12]([O:27][CH3:28])=[C:13]([O:16][CH2:17][C@@H:18]3[CH2:22][CH2:21][CH2:20][N:19]3[C:23](=[O:26])[CH2:24]Cl)[CH:14]=2)[N:9]=[CH:8][N:7]=1.[I-].[K+].[NH:35]1[CH2:40][CH2:39][O:38][CH2:37][CH2:36]1>>[Cl:1][C:2]1[C:3]([F:32])=[C:4]([CH:29]=[CH:30][CH:31]=1)[NH:5][C:6]1[C:15]2[C:10](=[CH:11][C:12]([O:27][CH3:28])=[C:13]([O:16][CH2:17][C@@H:18]3[CH2:22][CH2:21][CH2:20][N:19]3[C:23](=[O:26])[CH2:24][N:35]3[CH2:40][CH2:39][O:38][CH2:37][CH2:36]3)[CH:14]=2)[N:9]=[CH:8][N:7]=1 |f:1.2|. Procedure: 4-(3-chloro-2-fluoroanilino)-7-methoxy-6-{[(2S)-1-(chloroacetyl)pyrrolidin-2-yl]methoxy}quinazoline (0.45 g, 0.94 mmole) was dissolved in morpholine (7.5 ml) and stirred at ambient temperature overnight in the presence of potassium iodide (10 mg). The solvent was evaporated and the residue purified by column chromatography eluting with methylene chloride/methanol (saturated with ammonia) (98/2). The fractions containing the expected product were combined and evaporated under vacuum to give the t... The reactants are C(#N)C1=CC=C(C=C1)C1=CC(=C(C=C1)N1C(N(CC1)CCC(=O)OC)=O)[N+](=O)[O-] (1-(4'-cyano-3-nitro-4-biphenylyl)-3-(2-methoxycarbonyl-ethyl)-imidazolidin-2-one), [H][H] (hydrogen). The reagents and catalysts are [Pd] (palladium/charcoal). Solvent: C(C)(=O)OCC (ethyl acetate). The product is NC=1C=C(C=CC1N1C(N(CC1)CCC(=O)OC)=O)C1=CC=C(C=C1)C#N (1-(3-Amino-4'-cyano-4-biphenylyl)-3-(2-methoxycarbonyl-ethyl)-imidazolidin-2-one). As a reaction SMILES: [C:1]([C:3]1[CH:8]=[CH:7][C:6]([C:9]2[CH:14]=[CH:13][C:12]([N:15]3[CH2:19][CH2:18][N:17]([CH2:20][CH2:21][C:22]([O:24][CH3:25])=[O:23])[C:16]3=[O:26])=[C:11]([N+:27]([O-])=O)[CH:10]=2)=[CH:5][CH:4]=1)#[N:2].[H][H]>C(OCC)(=O)C.[Pd]>[NH2:27][C:11]1[CH:10]=[C:9]([C:6]2[CH:5]=[CH:4][C:3]([C:1]#[N:2])=[CH:8][CH:7]=2)[CH:14]=[CH:13][C:12]=1[N:15]1[CH2:19][CH2:18][N:17]([CH2:20][CH2:21][C:22]([O:24][CH3:25])=[O:23])[C:16]1=[O:26]. Procedure details: Prepared by reduction of 1-(4'-cyano-3-nitro-4-biphenylyl)-3-(2-methoxycarbonyl-ethyl)-imidazolidin-2-one with hydrogen at 5 bars in the presence of 5% palladium/charcoal in ethyl acetate at ambient temperature.